This data is from the Open Reaction Database (ORD), a public repository of structured organic reaction records. The task is: describe an organic reaction: reactants, conditions, products, and yield Starting materials: [BH4-].[Na+] (sodium borohydride), C(C)OC1=NC=CC(=C1)C(=O)OCC (ethyl 2-ethoxypyridine-4-carboxylate). The solvent is C(C)O (ethanol), ClCCl (dichloromethane). Run at time 3 hour. Product: C(C)OC1=NC=CC(=C1)CO (2-ethoxy-4-(hydroxymethyl)pyridine). The yield is 75.4%. Reaction SMILES: [BH4-].[Na+].[CH2:3]([O:5][C:6]1[CH:11]=[C:10]([C:12](OCC)=[O:13])[CH:9]=[CH:8][N:7]=1)[CH3:4]>C(O)C.ClCCl>[CH2:3]([O:5][C:6]1[CH:11]=[C:10]([CH2:12][OH:13])[CH:9]=[CH:8][N:7]=1)[CH3:4] |f:0.1|. Reported procedure: 0.508 g of sodium borohydride is added portionwise to a solution of 0.524 g of ethyl 2-ethoxypyridine-4-carboxylate in 5.2 ml of ethanol, under an inert atmosphere of argon at a temperature in the region of 0° C. The reaction mixture is refluxed with stirring for 3 hours and then concentrated to dryness under reduced pressure. The residue thus obtained is taken up in 50 ml of dichloromethane and then washed with 50 ml of water. The organic phase is dried over magnesium sulfate, filtered and then... The reactants are CO, CC(C)(Nc1ccccc1[N+](=O)[O-])C(=O)O. Yields the product CC(C)(Nc1ccccc1N)C(=O)O. As a reaction SMILES: [CH3:17][OH:18].[CH3:1][C:2]([C:3](=[O:4])[OH:5])([CH3:6])[NH:7][c:8]1[c:9]([N+:14]([O-:15])=[O:16])[cH:10][cH:11][cH:12][cH:13]1>>[CH3:1][C:2]([C:3](=[O:4])[OH:5])([CH3:6])[NH:7][c:8]1[c:9]([NH2:14])[cH:10][cH:11][cH:12][cH:13]1. Starting materials: COCCOC (1,2-dimethoxyethane), C(C=O)(=O)OCC (ethyl glyoxylate), C(C)O (ethanol), Cl (hydrogen chloride). The solvent is O (water). Product: ClC(C(=O)OCC)OCC (ethyl α-chloro-α-ethoxy-acetate). As a reaction SMILES: CO[CH2:3][CH2:4]OC.C(O)C.[ClH:10].[C:11]([O:15][CH2:16][CH3:17])(=[O:14])[CH:12]=[O:13]>O>[Cl:10][CH:12]([O:13][CH2:3][CH3:4])[C:11]([O:15][CH2:16][CH3:17])=[O:14]. Procedure: Into a mixture of 10 ml. of 1,2-dimethoxyethane and 5.8 ml. of ethanol is passed 3.65 g. hydrogen chloride gas with cooling. Then 10.2 g of ethyl glyoxylate is added and after 24 hours at 25° C., 200 ml. of water and ice is added. The mixture is then extracted several times with ether and the extracts dried over anhydrous sodium sulfate. After evaporation of the extracts to an oil, the ethyl α-chloro-α-ethoxy-acetate so formed is added to a stirred mixture of 35.0 g. of sodium 4-(hexadecylamino)... Reactants: O.C([O-])(O)=O.[Na+] (sodium bicarbonate water), C(C)(C)N(CC)C(C)C (IPEA), CS(=O)(=O)Cl (methanesulfonyl chloride), COC=1C=C(C=CC1N1C=NC(=C1)C)\C=C\1/CC[C@@H]2N([C@@H](CNC2)C2=CC(=C(C(=C2)F)F)F)C1=O ((4R*,9aS*)-7-{1-[3-methoxy-4-(4-methyl-1H-imidazol-1-yl)phenyl]-(E)-methylidene}-4-(3,4,5-trifluorophenyl)octahydropyrido[1,2-a]pyrazin-6-one). The solvent is C(C)(=O)OCC (Ethyl acetate), C(Cl)Cl (methylene chloride). Run at temperature 0 celsius, time 1 hour. Product: CS(=O)(=O)N1C[C@H]2N([C@@H](C1)C1=CC(=C(C(=C1)F)F)F)C(/C(/CC2)=C/C2=CC(=C(C=C2)N2C=NC(=C2)C)OC)=O ((4R*,9aS*)-2-methanesulfonyl-7-{1-[3-methoxy-4-(4-methyl-1H-imidazol-1-yl)phenyl]-(E)-methylidene}-4-(3,4,5-trifluorophenyl)octahydropyrido[1,2-a]pyrazin-6-one). RXN SMILES: C(N(C(C)C)CC)(C)C.[CH3:10][S:11](Cl)(=[O:13])=[O:12].[CH3:15][O:16][C:17]1[CH:18]=[C:19](/[CH:29]=[C:30]2\[CH2:31][CH2:32][C@H:33]3[CH2:38][NH:37][CH2:36][C@@H:35]([C:39]4[CH:44]=[C:43]([F:45])[C:42]([F:46])=[C:41]([F:47])[CH:40]=4)[N:34]3[C:48]\2=[O:49])[CH:20]=[CH:21][C:22]=1[N:23]1[CH:27]=[C:26]([CH3:28])[N:25]=[CH:24]1.O.C(=O)(O)[O-].[Na+]>C(Cl)Cl.C(OCC)(=O)C>[CH3:10][S:11]([N:37]1[CH2:36][C@@H:35]([C:39]2[CH:44]=[C:43]([F:45])[C:42]([F:46])=[C:41]([F:47])[CH:40]=2)[N:34]2[C:48](=[O:49])/[C:30](=[CH:29]/[C:19]3[CH:20]=[CH:21][C:22]([N:23]4[CH:27]=[C:26]([CH3:28])[N:25]=[CH:24]4)=[C:17]([O:16][CH3:15])[CH:18]=3)/[CH2:31][CH2:32][C@H:33]2[CH2:38]1)(=[O:13])=[O:12] |f:3.4.5|. Procedure: IPEA (0.02 mL) and methanesulfonyl chloride (0.004 mL) were sequentially added to a solution of (4R*,9aS*)-7-{1-[3-methoxy-4-(4-methyl-1H-imidazol-1-yl)phenyl]-(E)-methylidene}-4-(3,4,5-trifluorophenyl)octahydropyrido[1,2-a]pyrazin-6-one (20 mg) in methylene chloride (3 mL), and the reaction solution was stirred at 0° C. for one hour. Ethyl acetate and saturated sodium bicarbonate water were added to the reaction solution, and the organic layer was separated. The resulting organic layer was drie... Reactants: CC1=C(O)C=C(C(=C1C)O)C (2,3,5-Trimethylhydroquinone), C(C)(=O)OC(CCCCCCC(=O)O)C1=CC=CC=C1 (8-acetoxy-8-phenyloctanoic acid), B(F)(F)F.CCOCC (boron trifluoride ethyl etherate). The solvent is C1(=CC=CC=C1)C (toluene). Product: C1(=CC=CC=C1)C(CCCCCCC(=O)O)C=1C(C(=C(C(C1C)=O)C)C)=O (8-phenyl-8-(3,5,6-trimethyl-1,4-benzoquinon-2-yl)octanoic acid). The yield is 78.7%. As a reaction SMILES: [CH3:1][C:2]1[C:8]([CH3:9])=[C:7]([OH:10])[C:6]([CH3:11])=[CH:5][C:3]=1[OH:4].C(O[CH:16]([C:26]1[CH:31]=[CH:30][CH:29]=[CH:28][CH:27]=1)[CH2:17][CH2:18][CH2:19][CH2:20][CH2:21][CH2:22][C:23]([OH:25])=[O:24])(=O)C.B(F)(F)F.CCOCC>C1(C)C=CC=CC=1>[C:26]1([CH:16]([C:5]2[C:3](=[O:4])[C:2]([CH3:1])=[C:8]([CH3:9])[C:7](=[O:10])[C:6]=2[CH3:11])[CH2:17][CH2:18][CH2:19][CH2:20][CH2:21][CH2:22][C:23]([OH:25])=[O:24])[CH:31]=[CH:30][CH:29]=[CH:28][CH:27]=1 |f:2.3|. Procedure details: 2,3,5-Trimethylhydroquinone (3.1 g, 0.02 mole) and 8-acetoxy-8-phenyloctanoic acid (6.0 g, 0.021 mole) were added to toluene (80 ml), and boron trifluoride ethyl etherate (0.3 ml) was added dropwise to the mixture at room temperature, with stirring. The reaction solution was stirred at room temperature for 4 days, and then the solvent was distilled off under reduced pressure. The residue was dissolved in tetrahydrofuran (50 ml), and a 10% aqueous solution of ferric chloride was added to the solu... Starting materials: CC(C)(C)c1ccc(S(=O)(=O)Cl)cc1, CN1CC=C(c2c[nH]c3ccc(C(F)(F)F)cc23)CC1. Product: CN1CC=C(c2cn(S(=O)(=O)c3ccc(C(C)(C)C)cc3)c3ccc(C(F)(F)F)cc23)CC1, Cl. Reaction SMILES: [C:21]([CH3:22])([CH3:23])([CH3:24])[c:25]1[cH:26][cH:27][c:28]([S:31](=[O:32])(=[O:33])[Cl:34])[cH:29][cH:30]1.[CH3:1][N:2]1[CH2:3][CH2:4][C:5]([c:8]2[cH:9][nH:10][c:11]3[cH:12][cH:13][c:14]([C:17]([F:18])([F:19])[F:20])[cH:15][c:16]23)=[CH:6][CH2:7]1>>[CH3:1][N:2]1[CH2:3][CH2:4][C:5]([c:8]2[cH:9][n:10]([S:31]([c:28]3[cH:27][cH:26][c:25]([C:21]([CH3:22])([CH3:23])[CH3:24])[cH:30][cH:29]3)(=[O:32])=[O:33])[c:11]3[cH:12][cH:13][c:14]([C:17]([F:18])([F:19])[F:20])[cH:15][c:16]23)=[CH:6][CH2:7]1.[ClH:34]. Reactants: S=c1[nH]c2ccc(Cc3ccccc3)cc2[nH]1, C=CC(C)=O. The product is CC(=O)CCn1c(=S)[nH]c2cc(Cc3ccccc3)ccc21. As a reaction SMILES: [CH2:1]([c:2]1[cH:3][cH:4][cH:5][cH:6][cH:7]1)[c:8]1[cH:9][c:10]2[c:11]([nH:12][c:13](=[S:15])[nH:14]2)[cH:16][cH:17]1.[CH3:18][C:19](=[O:20])[CH:21]=[CH2:22]>>[CH2:1]([c:2]1[cH:3][cH:4][cH:5][cH:6][cH:7]1)[c:8]1[cH:9][c:10]2[c:11]([n:12]([CH2:22][CH2:21][C:19]([CH3:18])=[O:20])[c:13](=[S:15])[nH:14]2)[cH:16][cH:17]1. Reactants: C(C=C)(=O)[O-] (acrylate), C1=CC=CC1 (cyclopentadiene), C1(=CC=CC=C1)C (toluene). The product is C1C=CC2C1C3CC2C=C3 (Dicyclopentadiene). RXN SMILES: [C:1]([O-])(=O)[CH:2]=[CH2:3].C1CC=CC=1.[C:11]1([CH3:17])[CH:16]=[CH:15][CH:14]=[CH:13][CH:12]=1>>[CH2:2]1[CH:1]2[CH:14]3[CH:13]=[CH:12][CH:16]([CH:11]2[CH:17]=[CH:3]1)[CH2:15]3. Procedure details: The derivative was synthesized as follows. 20 grams of the derivative of acrylate obtained as the third example was dissolved in 20 milliliters of toluene. 7 grams of cyclopentadiene was dropped into the solution cooled with ice, and was agitated through all night. Dicyclopentadiene was produced as by-product, and was eliminated in vacuum. Then, 24.9 grams of the derivative of norbornene was obtained. The derivative of norbornene was viscous liquid, and the yield was 95%.